From a dataset of the Open Reaction Database (ORD), a public repository of structured organic reaction records. describe an organic reaction: reactants, conditions, products, and yield Reported procedure: To a suspension of 2-(6-cyclohexyl-2-methylimidazo[1,2-a]pyridin-3-yl)-4-phenyl-1,3-thiazole-5-carboxylic acid (169 mg, 0.405 mmol) obtained above in DMF (8 mL), were added TEA (170 μL, 1.22 mmol), ammonium chloride (65.0 mg 1.22 mmol), HOBT (82 mg, 0.61 mmol) and EDCI (120 mg, 0.61 mmol), and the mixture was stirred at rt for 12 h. To the mixture was added DMF (8.0 mL), and the mixture was stirred 40° C. for 2 h. The reaction mixture was allowed to cool to rt, DMF (30 mL) was added, and the mix... Yields the product C1(CCCCC1)C=1C=CC=2N(C1)C(=C(N2)C)C=2SC(=C(N2)C2=CC=CC=C2)C(=O)N (2-(6-cyclohexyl-2-methylimidazo[1,2-a]pyridin-3-yl)-4-phenyl-1,3-thiazole-5-carboxamide). Solvent: CN(C)C=O (DMF), O (water), CN(C)C=O (DMF), CN(C)C=O (DMF). As a reaction SMILES: [CH:1]1([C:7]2[CH:8]=[CH:9][C:10]3[N:11]([C:13]([C:17]4[S:18][C:19]([C:28](O)=[O:29])=[C:20]([C:22]5[CH:27]=[CH:26][CH:25]=[CH:24][CH:23]=5)[N:21]=4)=[C:14]([CH3:16])[N:15]=3)[CH:12]=2)[CH2:6][CH2:5][CH2:4][CH2:3][CH2:2]1.[Cl-].[NH4+].C1C=CC2N(O)N=[N:39]C=2C=1.CCN=C=NCCCN(C)C.C(=O)(O)[O-].[Na+]>CN(C=O)C.O>[CH:1]1([C:7]2[CH:8]=[CH:9][C:10]3[N:11]([C:13]([C:17]4[S:18][C:19]([C:28]([NH2:39])=[O:29])=[C:20]([C:22]5[CH:23]=[CH:24][CH:25]=[CH:26][CH:27]=5)[N:21]=4)=[C:14]([CH3:16])[N:15]=3)[CH:12]=2)[CH2:2][CH2:3][CH2:4][CH2:5][CH2:6]1 |f:1.2,5.6|. The reactants are C1(CCCCC1)C=1C=CC=2N(C1)C(=C(N2)C)C=2SC(=C(N2)C2=CC=CC=C2)C(=O)O (2-(6-cyclohexyl-2-methylimidazo[1,2-a]pyridin-3-yl)-4-phenyl-1,3-thiazole-5-carboxylic acid), TEA, [Cl-].[NH4+] (ammonium chloride), C=1C=CC2=C(C1)N=NN2O (HOBT), CCN=C=NCCCN(C)C (EDCI), C([O-])(O)=O.[Na+] (sodium bicarbonate). Conditions: time 12 hour. Isolated yield 61.6%. Reactants: CC(C)CC(=O)Cl, CCCN, ClCCl, CCOC(=O)C1CC2CCNCC2N1C(=O)OC(C)(C)C, O=C([O-])[O-]. Product: CCOC(=O)C1CC2CCN(C(=O)CC(C)C)CC2N1C(=O)OC(C)(C)C. Reaction SMILES: [CH3:26][CH:27]([CH2:28][C:29](=[O:30])[Cl:31])[CH3:32].[CH3:33][CH2:34][CH2:35][NH2:36].[Cl:37][CH2:38][Cl:39].[N:1]1([C:15](=[O:16])[O:17][C:18]([CH3:19])([CH3:20])[CH3:21])[CH:2]([C:10](=[O:11])[O:12][CH2:13][CH3:14])[CH2:3][CH:4]2[CH:5]1[CH2:6][NH:7][CH2:8][CH2:9]2.[O-:22][C:23](=[O:24])[O-:25]>>[N:1]1([C:15](=[O:16])[O:17][C:18]([CH3:19])([CH3:20])[CH3:21])[CH:2]([C:10](=[O:11])[O:12][CH2:13][CH3:14])[CH2:3][CH:4]2[CH:5]1[CH2:6][N:7]([C:29]([CH2:28][CH:27]([CH3:26])[CH3:32])=[O:30])[CH2:8][CH2:9]2. Starting materials: COCC=1NC=C(N1)C=O (2-(methoxymethyl)-4-imidazolecarboxaldehyde), C(NN)(=O)OCC (ethyl carbazate). The product is C(C)OC(NN=CC=1N=C(NC1)COC)=O (3-[2-(Methoxymethyl)-4-imidazolyl]methylene carbazic acid ethyl ester). As a reaction SMILES: [CH3:1][O:2][CH2:3][C:4]1[NH:5][CH:6]=[C:7]([CH:9]=O)[N:8]=1.[C:11]([O:15][CH2:16][CH3:17])(=[O:14])[NH:12][NH2:13]>>[CH2:16]([O:15][C:11](=[O:14])[NH:12][N:13]=[CH:9][C:7]1[N:8]=[C:4]([CH2:3][O:2][CH3:1])[NH:5][CH:6]=1)[CH3:17]. Reported procedure: A 19.60 gm. portion of 2-(methoxymethyl)-4-imidazolecarboxaldehyde and 16.02 gm. of ethyl carbazate are reacted as described in Example 32 giving the desired product, m.p. 186°-190° C. Reactants: C(C)OC([C@H]1CO1)=O (Ethyl-(2R)-2,3-epoxyproprionate), [Cl-].[NH4+] (ammonium chloride), [N-]=[N+]=[N-].[Na+] (sodium azide). The solvent is CN(C)C=O (DMF). Reaction conditions: temperature 75 celsius. Product: C(C)OC([C@@H](CN=[N+]=[N-])O)=O ((R)-ethyl-3-azido-2-hydroxypropionate). The yield is 69.1%. Reaction SMILES: [CH2:1]([O:3][C:4](=[O:8])[C@@H:5]1[O:7][CH2:6]1)[CH3:2].[Cl-].[NH4+].[N-:11]=[N+:12]=[N-:13].[Na+]>CN(C=O)C>[CH2:1]([O:3][C:4](=[O:8])[C@H:5]([OH:7])[CH2:6][N:11]=[N+:12]=[N-:13])[CH3:2] |f:1.2,3.4|. Procedure: Ethyl-(2R)-2,3-epoxyproprionate (0.5 g, 4.3 mmol), ammonium chloride (0.253 g, 4.73 mmol), and sodium azide (0.336 g, 5.17 mmol) were combined in DMF (8 mL), and the mixture was heated at 75° C. for 14 hours. The reaction was cooled to room temperature, and was partitioned between water and ether/hexanes (1:1 v/v). The phases were separated, and the organic phase was washed once each with water, brine, dried over MgSO4, filtered, and concentrated to an oil, which was purified by flash chromatogr... Starting materials: COc1nn2c(Br)cccc2c1N(CC1CC1)C(=O)OC(C)(C)C, CCOC(C)=O, CCOC(C)=O, Cl, [Na+], [OH-]. Product: COc1nn2c(Br)cccc2c1NCC1CC1. Reaction SMILES: [Br:1][c:2]1[cH:3][cH:4][cH:5][c:6]2[n:7]1[n:8][c:9]([O:23][CH3:24])[c:10]2[N:11]([C:12](=[O:13])[O:14][C:15]([CH3:16])([CH3:17])[CH3:18])[CH2:19][CH:20]1[CH2:21][CH2:22]1.[C:25]([O:26][CH2:27][CH3:28])(=[O:29])[CH3:30].[CH3:34][CH2:35][O:36][C:37](=[O:38])[CH3:39].[ClH:31].[Na+:33].[OH-:32]>>[Br:1][c:2]1[cH:3][cH:4][cH:5][c:6]2[n:7]1[n:8][c:9]([O:23][CH3:24])[c:10]2[NH:11][CH2:19][CH:20]1[CH2:21][CH2:22]1. Reactants: NC1=C(C(=O)OC)C=C(C=C1)Br (Methyl 2-amino-5-bromobenzoate), NC1=C(C(=O)OC)C=C(C=C1)Br (Methyl 2-amino-5-bromobenzoate), C(Cl)Cl (methylene chloride), N1=CC=CC=C1 (pyridine), COC=1C=C(C(=O)Cl)C=CC1OC (3,4-dimethoxybenzoyl chloride), COC=1C=C(C(=O)Cl)C=CC1OC (3,4-dimethoxybenzoyl chloride). Conditions: time 3 hour. The product is BrC=1C=CC(=C(C(=O)OC)C1)NC(C1=CC(=CC=C1)CCl)=O (methyl 5-bromo-2-[3-(chloromethyl)benzoyl]aminobenzoate), intermediate. Yield: 100.0%. As a reaction SMILES: [NH2:1][C:2]1[CH:11]=[CH:10][C:9]([Br:12])=[CH:8][C:3]=1[C:4]([O:6][CH3:7])=[O:5].N1C=CC=CC=1.CO[C:21]1[CH:22]=[C:23]([CH:27]=[CH:28][C:29]=1OC)[C:24](Cl)=[O:25].[CH2:32]([Cl:34])Cl>>[Br:12][C:9]1[CH:10]=[CH:11][C:2]([NH:1][C:24](=[O:25])[C:23]2[CH:27]=[CH:28][CH:29]=[C:21]([CH2:32][Cl:34])[CH:22]=2)=[C:3]([CH:8]=1)[C:4]([O:6][CH3:7])=[O:5]. Procedure: Methyl 2-amino-5-bromobenzoate (compound A) (2.0 g) was dissolved in anhydrous methylene chloride (40.0 ml). Subsequently, pyridine (1.0 ml) and 3-(chloromethyl)benzoyl chloride (compound B) (2.0 g) were added to the solution at room temperature, and the mixture was stirred at that temperature for 3 hr. After the completion of the reaction, distilled water was added thereto, and the mixture was subjected to separatory extraction with chloroform. The organic layer was washed with a saturated aque... Reactants: ClC1=CC(=NC=C1C#N)OCCCC1CCN(CC1)C (4-chloro-6-[3-(1-methyl-piperidin-4-yl)-propoxy]-nicotinonitrile), C[O-].[Na+] (sodium methoxide). Solvent: CO (methanol). Product: COC1=CC(=NC=C1C#N)OCCCC1CCN(CC1)C (4-methoxy-6-[3-(1-methyl-piperidin-4-yl)-propoxy]-nicotinonitrile). The yield is 100.0%. Reaction SMILES: Cl[C:2]1[C:7]([C:8]#[N:9])=[CH:6][N:5]=[C:4]([O:10][CH2:11][CH2:12][CH2:13][CH:14]2[CH2:19][CH2:18][N:17]([CH3:20])[CH2:16][CH2:15]2)[CH:3]=1.[CH3:21][O-:22].[Na+]>CO>[CH3:21][O:22][C:2]1[C:7]([C:8]#[N:9])=[CH:6][N:5]=[C:4]([O:10][CH2:11][CH2:12][CH2:13][CH:14]2[CH2:19][CH2:18][N:17]([CH3:20])[CH2:16][CH2:15]2)[CH:3]=1 |f:1.2|. Procedure: A solution of 4-chloro-6-[3-(1-methyl-piperidin-4-yl)-propoxy]-nicotinonitrile (Example 115) in methanol (0.2 M) was treated with sodium methoxide (4 equiv) at reflux temperature for 4 h. The mixture was cooled to rt, diluted with satd. aq. NaHCO3, and extracted with chloroform. The organic extract was dried (Na2SO4), filtered, and concentrated to yield 4-methoxy-6-[3-(1-methyl-piperidin-4-yl)-propoxy]-nicotinonitrile (100%). This intermediate was converted to the title compound according to Exa... The reactants are BrC=1C=C(C=CC1)C1=NC=C(C=C1F)F (2-(3-Bromophenyl)-3,5-difluoropyridine), B1(OCC(CO1)(C)C)B2OCC(CO2)(C)C (bis(neopentyl glycolato)diboron). RXN SMILES: Br[C:2]1[CH:3]=[C:4]([C:8]2[C:13]([F:14])=[CH:12][C:11]([F:15])=[CH:10][N:9]=2)[CH:5]=[CH:6][CH:7]=1.[B:16]1(B2OCC(C)(C)CO2)[O:21]CC(C)(C)C[O:17]1>>[F:14][C:13]1[C:8]([C:4]2[CH:3]=[C:2]([B:16]([OH:21])[OH:17])[CH:7]=[CH:6][CH:5]=2)=[N:9][CH:10]=[C:11]([F:15])[CH:12]=1. Product: FC=1C(=NC=C(C1)F)C=1C=C(C=CC1)B(O)O (3-(3,5-difluoropyridin-2-yl)phenylboronic acid). Procedure details: 2-(3-Bromophenyl)-3,5-difluoropyridine (80 mg, 0.30 mmol) was reacted with bis(neopentyl glycolato)diboron (74 mg, 0.33 mmol) using the method of Example 20 to give 3-(3,5-difluoropyridin-2-yl)phenylboronic acid as a tan solid: MS (ES+) m/z 236 [M+H]+. Reactants: BrC1=C(N)C(=CC=C1)C (2-bromo-6-methylaniline), C(#N)[Cu] (CuCN), N (ammonia). The solvent is CN1CCCC1=O (NMP). Run at time 30 minute. Product: NC1=C(C#N)C=CC=C1C (2-Amino-3-methylbenzonitrile). Reaction SMILES: Br[C:2]1[CH:8]=[CH:7][CH:6]=[C:5]([CH3:9])[C:3]=1[NH2:4].[C:10]([Cu])#[N:11].N>CN1C(=O)CCC1>[NH2:4][C:3]1[C:5]([CH3:9])=[CH:6][CH:7]=[CH:8][C:2]=1[C:10]#[N:11]. Procedure: To a solution of 2-bromo-6-methylaniline (126 μL, 1 mmol) in dry NMP (3 mL) was added CuCN (197 mg, 2.2 mmol). The mixture was irradiated in a microwave at 220° C. for 40 minutes, cooled to room temperature and poured into a mixture of ammonia (50% w/v, 10 mL) and ice. The mixture was stirred for 30 min and the product was extracted with dichloromethane (3×20 mL). The organic layers were combined, washed with water and brine, dried over MgSO4 and concentrated. The crude material was purified on ... The reactants are BrBr (bromine), COC1=C(C(=O)O)C(=CC=C1)OC (2,6-dimethoxybenzoic acid). Solvent: C(Cl)(Cl)Cl (chloroform), O1CCOCC1 (dioxan). Conditions: time 8 hour. Yields the product BrC=1C(=C(C(=O)O)C(=CC1)OC)OC (3-Bromo-2,6-dimethoxybenzoic acid). As a reaction SMILES: [Br:1]Br.[CH3:3][O:4][C:5]1[CH:13]=[CH:12][CH:11]=[C:10]([O:14][CH3:15])[C:6]=1[C:7]([OH:9])=[O:8]>C(Cl)(Cl)Cl.O1CCOCC1>[Br:1][C:13]1[C:5]([O:4][CH3:3])=[C:6]([C:10]([O:14][CH3:15])=[CH:11][CH:12]=1)[C:7]([OH:9])=[O:8]. Procedure: A solution of 15 ml of bromine (0.3 mol) in 50 ml of chloroform is added dropwise while stirring and cooling in ice to 54.9 g (0.3 mol) of 2,6-dimethoxybenzoic acid in 150 ml of dioxan. The solution is left at room temperature overnight. The solvent is evaporated and the residue recrystallized from aqueous ethanol. Yield: 59.3 g, m.p. 144°-45° C.